Dataset: the Open Reaction Database (ORD), a public repository of structured organic reaction records. Task: describe an organic reaction: reactants, conditions, products, and yield The reactants are [Br-], O=C(O)c1ccc(B(O)O)cc1, O=C1NCCc2c(-c3ccccc3)[nH]c3cccc1c23. Yields the product O=C(O)c1ccc(-c2[nH]c3cccc4c3c2CCNC4=O)cc1. As a reaction SMILES: [Br-:21].[C:22](=[O:23])([OH:24])[c:25]1[cH:26][cH:27][c:28]([B:29]([OH:30])[OH:31])[cH:32][cH:33]1.[c:1]1(-[c:7]2[nH:8][c:9]3[cH:10][cH:11][cH:12][c:13]4[c:14]3[c:15]2[CH2:16][CH2:17][NH:18][C:19]4=[O:20])[cH:2][cH:3][cH:4][cH:5][cH:6]1>>[c:1]1(-[c:7]2[nH:8][c:9]3[cH:10][cH:11][cH:12][c:13]4[c:14]3[c:15]2[CH2:16][CH2:17][NH:18][C:19]4=[O:20])[cH:2][cH:3][c:4]([C:22](=[O:23])[OH:24])[cH:5][cH:6]1. Starting materials: CC1CO1, CC1(C)CC(O)CC(C)(C)N1, CC(C)O. Product: CC(O)CN1C(C)(C)CC(O)CC1(C)C. As a reaction SMILES: [CH2:12]1[CH:13]([CH3:14])[O:15]1.[CH3:1][C:2]1([CH3:11])[NH:3][C:4]([CH3:9])([CH3:10])[CH2:5][CH:6]([OH:8])[CH2:7]1.[CH:16]([OH:17])([CH3:18])[CH3:19]>>[CH3:1][C:2]1([CH3:11])[N:3]([CH2:12][CH:13]([CH3:14])[OH:15])[C:4]([CH3:9])([CH3:10])[CH2:5][CH:6]([OH:8])[CH2:7]1. The reactants are ClCCl, Cc1cc(CN2CC(c3ccc(F)cc3)C3(CCCN(C(=O)OC(C)(C)C)C3)C2=O)no1, O=C(O)C(F)(F)F. Yields the product Cc1cc(CN2CC(c3ccc(F)cc3)C3(CCCNC3)C2=O)no1. Reaction SMILES: [Cl:40][CH2:41][Cl:42].[F:1][c:2]1[cH:3][cH:4][c:5]([CH:8]2[CH2:9][N:10]([CH2:26][c:27]3[n:28][o:29][c:30]([CH3:32])[cH:31]3)[C:11](=[O:25])[C:12]23[CH2:13][N:14]([C:18]([O:19][C:20]([CH3:21])([CH3:22])[CH3:23])=[O:24])[CH2:15][CH2:16][CH2:17]3)[cH:6][cH:7]1.[OH:33][C:34]([C:35]([F:36])([F:37])[F:38])=[O:39]>>[F:1][c:2]1[cH:3][cH:4][c:5]([CH:8]2[CH2:9][N:10]([CH2:26][c:27]3[n:28][o:29][c:30]([CH3:32])[cH:31]3)[C:11](=[O:25])[C:12]23[CH2:13][NH:14][CH2:15][CH2:16][CH2:17]3)[cH:6][cH:7]1.